Dataset: the Open Reaction Database (ORD), a public repository of structured organic reaction records. Task: describe an organic reaction: reactants, conditions, products, and yield Reactants: C(C)(C)(C)OC(CN(C1=C(C=C(C=C1)I)OCC1=CC=CC=C1)S(NC(=O)OC(C)(C)C)(=O)=O)=O (N-(t-butoxycarbonylsulfamoyl)-N-(2-benzyloxy-4-iodophenyl)glycine tert-butyl ester), C1(=CC=CC=C1)P(C1=CC=CC=C1)C1=CC=CC=C1 (triphenylphosphine), C[Si](CCO)(C)C (2-trimethylsilanylethanol), CC(C)OC(=O)/N=N/C(=O)OC(C)C (DIAD). Solvent: C1(=CC=CC=C1)C (toluene). Reaction conditions: time 50 minute. The product is C(C1=CC=CC=C1)OC1=C(C=CC(=C1)I)N(CC(=O)OC(C)(C)C)S(=O)(=O)N(CC[Si](C)(C)C)C(=O)OC(C)(C)C (Tert-butyl N-[2-(benzyloxy)-4-iodophenyl]-N-({(tert-butoxycarbonyl)[2-(trimethylsilyl)ethyl]amino}sulfonyl)glycinate). As a reaction SMILES: [C:1]([O:5][C:6](=[O:35])[CH2:7][N:8]([S:24](=[O:34])(=[O:33])[NH:25][C:26]([O:28][C:29]([CH3:32])([CH3:31])[CH3:30])=[O:27])[C:9]1[CH:14]=[CH:13][C:12]([I:15])=[CH:11][C:10]=1[O:16][CH2:17][C:18]1[CH:23]=[CH:22][CH:21]=[CH:20][CH:19]=1)([CH3:4])([CH3:3])[CH3:2].C1(P(C2C=CC=CC=2)C2C=CC=CC=2)C=CC=CC=1.[CH3:55][Si:56]([CH3:61])([CH3:60])[CH2:57][CH2:58]O.CC(OC(/N=N/C(OC(C)C)=O)=O)C>C1(C)C=CC=CC=1>[CH2:17]([O:16][C:10]1[CH:11]=[C:12]([I:15])[CH:13]=[CH:14][C:9]=1[N:8]([S:24]([N:25]([C:26]([O:28][C:29]([CH3:32])([CH3:31])[CH3:30])=[O:27])[CH2:58][CH2:57][Si:56]([CH3:61])([CH3:60])[CH3:55])(=[O:33])=[O:34])[CH2:7][C:6]([O:5][C:1]([CH3:4])([CH3:2])[CH3:3])=[O:35])[C:18]1[CH:23]=[CH:22][CH:21]=[CH:20][CH:19]=1. Procedure: To a solution of N-(t-butoxycarbonylsulfamoyl)-N-(2-benzyloxy-4-iodophenyl)glycine tert-butyl ester (3.49 g, 5.6 mmol) in toluene (224 mL) is added triphenylphosphine (2.22 g, 8.47 mmol) and 2-trimethylsilanylethanol (992 mg, 8.38 mmol). DIAD (1.6 mL, 8.13 mmol) is then added dropwise over 10 min. The mixture is stirred for 50 min then the toluene is remove under reduced pressure. After 18 h, 20% EtOAc/hexane is added (50 ml in 4 increments) to form a precipitate. The solid is filtered and the f... The reactants are BrCCCCCC=C (7-Bromo-1-heptene), C(C)OCC (diethyl ether), S(=S)(=O)([O-])[O-].[Na+].[Na+] (sodium thiosulfate), ClC1=CC(=CC=C1)C(=O)OO (m-chloroperbenzoic acid). Solvent: C(Cl)(Cl)Cl (chloroform). Conditions: time 3 hour. Product: BrCCCCCC1OC1 (2-(5-bromopentyl)oxirane). Yield: 94.8%. RXN SMILES: [Br:1][CH2:2][CH2:3][CH2:4][CH2:5][CH2:6][CH:7]=[CH2:8].ClC1C=CC=C(C(OO)=[O:17])C=1.C(OCC)C.S([O-])([O-])(=O)=S.[Na+].[Na+]>C(Cl)(Cl)Cl>[Br:1][CH2:2][CH2:3][CH2:4][CH2:5][CH2:6][CH:7]1[CH2:8][O:17]1 |f:3.4.5|. Reported procedure: 7-Bromo-1-heptene (5.10 g) was dissolved in chloroform (29 ml), the solution was added with m-chloroperbenzoic acid (6.21 g) under ice cooling, and the mixture was stirred at room temperature for 3 hours. The reaction mixture was added with diethyl ether and saturated aqueous sodium thiosulfate, the layers were separated, and the organic layer was washed with saturated aqueous sodium hydrogencarbonate, then dried over anhydrous magnesium sulfate and filtered. The filtrate was concentrated under ... Starting materials: OBO, CC(C)(C)OC(=O)Nc1ccc(I)cc1[N+](=O)[O-], CCc1ccccc1. The product is CCc1ccc(-c2ccc(NC(=O)OC(C)(C)C)c([N+](=O)[O-])c2)cc1. Reaction SMILES: [BH:19]([OH:20])[OH:21].[C:1]([CH3:2])([CH3:3])([CH3:4])[O:5][C:6]([NH:7][c:8]1[c:9]([N+:15](=[O:16])[O-:17])[cH:10][c:11]([I:14])[cH:12][cH:13]1)=[O:18].[CH2:22]([CH3:23])[c:24]1[cH:25][cH:26][cH:27][cH:28][cH:29]1>>[C:1]([CH3:2])([CH3:3])([CH3:4])[O:5][C:6]([NH:7][c:8]1[c:9]([N+:15](=[O:16])[O-:17])[cH:10][c:11](-[c:27]2[cH:26][cH:25][c:24]([CH2:22][CH3:23])[cH:29][cH:28]2)[cH:12][cH:13]1)=[O:18]. Reactants: Cc1ccccc1, C=COc1cc(C(Cc2ccccc2)(NC(=O)c2ccc(F)c(C(F)(F)F)c2)c2cc(F)cc(OC(F)(F)C(F)F)c2)ccc1F. The product is O=C(NC(Cc1ccccc1)(c1cc(F)cc(OC(F)(F)C(F)F)c1)c1ccc(F)c(OC2CC2)c1)c1ccc(F)c(C(F)(F)F)c1. Reaction SMILES: [CH3:47][c:48]1[cH:49][cH:50][cH:51][cH:52][cH:53]1.[F:1][c:2]1[c:3]([C:43]([F:44])([F:45])[F:46])[cH:4][c:5]([C:6](=[O:7])[NH:8][C:9]([CH2:10][c:11]2[cH:12][cH:13][cH:14][cH:15][cH:16]2)([c:17]2[cH:18][c:19]([F:30])[cH:20][c:21]([O:23][C:24]([CH:25]([F:26])[F:27])([F:28])[F:29])[cH:22]2)[c:31]2[cH:32][c:33]([O:38][CH:39]=[CH2:40])[c:34]([F:37])[cH:35][cH:36]2)[cH:41][cH:42]1>>[F:1][c:2]1[c:3]([C:43]([F:44])([F:45])[F:46])[cH:4][c:5]([C:6](=[O:7])[NH:8][C:9]([CH2:10][c:11]2[cH:12][cH:13][cH:14][cH:15][cH:16]2)([c:17]2[cH:18][c:19]([F:30])[cH:20][c:21]([O:23][C:24]([CH:25]([F:26])[F:27])([F:28])[F:29])[cH:22]2)[c:31]2[cH:32][c:33]([O:38][CH:39]3[CH2:40][CH2:47]3)[c:34]([F:37])[cH:35][cH:36]2)[cH:41][cH:42]1. The reactants are Cl (HCl), BrCCCC(=O)Cl (4-Bromobutryl chloride), C(C=C)O (allyl alcohol), N1=CC=CC=C1 (pyridine). Run in ClCCl (dichloromethane). Product: BrCCCC(=O)OCC=C (Allyl 4-bromobutanoate). Yield: 95.0%. RXN SMILES: [Br:1][CH2:2][CH2:3][CH2:4][C:5](Cl)=[O:6].C([OH:11])C=C.N1C=C[CH:15]=[CH:14][CH:13]=1.Cl>ClCCl>[Br:1][CH2:2][CH2:3][CH2:4][C:5]([O:6][CH2:13][CH:14]=[CH2:15])=[O:11]. Procedure: 4-Bromobutryl chloride (18.6 g) was treated with allyl alcohol (5.8 g) in the presence of pyridine (8 g) in dry dichloromethane at 0° C. for 0.5 hours. The solution was treated with aqueous HCl and warmed to room temperature. The organic layer was separated, washed with saturated aqueous brine, dried (MgSO4) and evaporated to give the title compound as a colourless oil, 19.7 g, 95% yield Starting materials: FC(OC1=CC=C(C=C1)S(=O)(=O)NC=1C=C2C(=NC1)CC(CO2)NC(CC)=O)(F)F (N-[7-(4-trifluoromethoxy-benzenesulfonylamino)-3,4-dihydro-2H-pyrano[3,2-b]pyridin-3-yl]-propionamide), B.C1CCOC1 (BH3.THF). Solvent: C1CCOC1 (THF). Run at time 12 hour. Product: C(CC)NC1CC2=NC=C(C=C2OC1)NS(=O)(=O)C1=CC=C(C=C1)OC(F)(F)F (N-(3-Propylamino-3,4-dihydro-2H-pyrano[3,2-b]pyridin-7-yl)-4-trifluoromethoxybenzenesulfonamide). Isolated yield 81.1%. As a reaction SMILES: [F:1][C:2]([F:30])([F:29])[O:3][C:4]1[CH:9]=[CH:8][C:7]([S:10]([NH:13][C:14]2[CH:15]=[C:16]3[O:23][CH2:22][CH:21]([NH:24][C:25](=O)[CH2:26][CH3:27])[CH2:20][C:17]3=[N:18][CH:19]=2)(=[O:12])=[O:11])=[CH:6][CH:5]=1.B.C1COCC1>C1COCC1>[CH2:25]([NH:24][CH:21]1[CH2:22][O:23][C:16]2[C:17](=[N:18][CH:19]=[C:14]([NH:13][S:10]([C:7]3[CH:8]=[CH:9][C:4]([O:3][C:2]([F:29])([F:1])[F:30])=[CH:5][CH:6]=3)(=[O:12])=[O:11])[CH:15]=2)[CH2:20]1)[CH2:26][CH3:27] |f:1.2|. Procedure details: To a solution of N-[7-(4-trifluoromethoxy-benzenesulfonylamino)-3,4-dihydro-2H-pyrano[3,2-b]pyridin-3-yl]-propionamide (93 mg, 0.20 mmol) in THF (20 ml) was added dropwise 1M BH3.THF (2.08 ml, 2.08 mmol) and the mixture was stirred at room temperature for 12 h. It was then quenched by adding carefully 1N aqueous HCl (8 ml) and then the resulting solution was heated at reflux for 4 h. The solution was cooled to room temperature, the aqueous mixture was adjusted to pH˜8 with 2 N NaOH solution and ...